The task is: describe an organic reaction: reactants, conditions, products, and yield. This data is from the Open Reaction Database (ORD), a public repository of structured organic reaction records. Reactants: CN1C(NC(=CC1=O)Cl)=O (3-methyl-6-chlorouracil), BrCC1=C(C#N)C=CC(=C1)F (2-Bromomethyl-4-fluorobenzonitrile), C(=O)([O-])[O-].[K+].[K+] (K2CO3). Solvent: CS(=O)C (DMSO), O (water). Reaction conditions: temperature 60 celsius, time 2 hour. Product: ClC1=CC(N(C(N1CC1=C(C#N)C=CC(=C1)F)=O)C)=O (2-(6-Chloro-3-methyl-2,4-dioxo-3,4-dihydro-2H-pyrimidin-1-ylmethyl)-4-fluoro-benzonitrile). Isolated yield 59.1%. RXN SMILES: [CH3:1][N:2]1[C:7](=[O:8])[CH:6]=[C:5]([Cl:9])[NH:4][C:3]1=[O:10].Br[CH2:12][C:13]1[CH:20]=[C:19]([F:21])[CH:18]=[CH:17][C:14]=1[C:15]#[N:16].C([O-])([O-])=O.[K+].[K+]>CS(C)=O.O>[Cl:9][C:5]1[N:4]([CH2:12][C:13]2[CH:20]=[C:19]([F:21])[CH:18]=[CH:17][C:14]=2[C:15]#[N:16])[C:3](=[O:10])[N:2]([CH3:1])[C:7](=[O:8])[CH:6]=1 |f:2.3.4|. Procedure: A mixture of crude 3-methyl-6-chlorouracil (5) (0.6 g, 3.8 mmol), 2-Bromomethyl-4-fluorobenzonitrile (0.86 g, 4 mmol) and K2CO3 (0.5 g, 4 mmol) in DMSO (10 mL) was stirred at 60° C. for 2 hours. The reaction was diluted with water and extracted with EtOAc. The organics were dried over MgSO4 and the solvent removed. The residue was purified by column chromatography. 0.66 g of the product was obtained (yield: 60%). 1H-NMR (400 MHz, CDCl3): δ 7.73 (dd, J=7.2, 8.4 Hz, 1H), 7.26 (d, J=4.0 Hz, 1H), 7.... Reactants: CCN(Cc1cc(C(F)(F)F)ccc1-c1cccc(CC(=O)O)c1)C(=O)OCc1ccccc1, CCO. The product is CCNCc1cc(C(F)(F)F)ccc1-c1cccc(CC(=O)O)c1. RXN SMILES: [CH2:1]([O:2][C:3](=[O:4])[N:11]([CH2:12][CH3:13])[CH2:14][c:15]1[c:16](-[c:25]2[cH:26][c:27]([CH2:31][C:32](=[O:33])[OH:34])[cH:28][cH:29][cH:30]2)[cH:17][cH:18][c:19]([C:21]([F:22])([F:23])[F:24])[cH:20]1)[c:5]1[cH:6][cH:7][cH:8][cH:9][cH:10]1.[CH3:35][CH2:36][OH:37]>>[NH:11]([CH2:12][CH3:13])[CH2:14][c:15]1[c:16](-[c:25]2[cH:26][c:27]([CH2:31][C:32](=[O:33])[OH:34])[cH:28][cH:29][cH:30]2)[cH:17][cH:18][c:19]([C:21]([F:22])([F:23])[F:24])[cH:20]1. The reactants are CC(C)(C)OC(=O)NC(C(=O)O)c1ccc(OCCOC2CCCCO2)cc1, CC(OCc1ccccc1)C(NC(=O)OCC1c2ccccc2-c2ccccc21)C(=O)O. Reaction SMILES: [C:33]([CH3:34])([CH3:35])([CH3:36])[O:37][C:38](=[O:39])[NH:40][CH:41]([C:42](=[O:43])[OH:44])[c:45]1[cH:46][cH:47][c:48]([O:51][CH2:52][CH2:53][O:54][CH:55]2[CH2:56][CH2:57][CH2:58][CH2:59][O:60]2)[cH:49][cH:50]1.[CH2:1]([O:2][CH:3]([CH3:4])[CH:5]([NH:6][C:7]([O:8][CH2:9][CH:10]1[c:11]2[cH:12][cH:13][cH:14][cH:15][c:16]2-[c:17]2[c:18]1[cH:19][cH:20][cH:21][cH:22]2)=[O:23])[C:24]([OH:25])=[O:26])[c:27]1[cH:28][cH:29][cH:30][cH:31][cH:32]1>>[C:33]([CH3:34])([CH3:35])([CH3:36])[O:37][C:38](=[O:39])[NH:40][CH:41]([C:42](=[O:43])[OH:44])[c:45]1[cH:46][cH:47][c:48]([O:51][CH2:52][CH2:53][O:54][CH3:55])[cH:49][cH:50]1. Product: COCCOc1ccc(C(NC(=O)OC(C)(C)C)C(=O)O)cc1. Reactants: C(=O)(OC)[C@@H](O)[C@H](O)C(=O)OC (dimethyl D-tartrate), ClC1=C(C=O)C=CC=C1 (2-chlorobenzaldehyde). Reagents/catalysts: C1(=CC=C(C=C1)S(=O)(=O)O)C (p-toluenesulfonic acid). The solvent is C1(=CC=CC=C1)C (toluene). The product is ClC1=C(C=CC=C1)C1O[C@@H]([C@H](O1)C(=O)OC)C(=O)OC ((4S,5S)-Dimethyl 2-(2-chlorophenyl)-1,3-dioxolane-4,5-dicarboxylate). Isolated yield 60.3%. Reaction SMILES: [C:1]([C@H:5]([C@@H:7]([C:9]([O:11][CH3:12])=[O:10])[OH:8])[OH:6])([O:3][CH3:4])=[O:2].[Cl:13][C:14]1[CH:21]=[CH:20][CH:19]=[CH:18][C:15]=1[CH:16]=O>C1(C)C=CC=CC=1.C1(C)C=CC(S(O)(=O)=O)=CC=1>[Cl:13][C:14]1[CH:21]=[CH:20][CH:19]=[CH:18][C:15]=1[CH:16]1[O:8][C@H:7]([C:9]([O:11][CH3:12])=[O:10])[C@@H:5]([C:1]([O:3][CH3:4])=[O:2])[O:6]1. Procedure: In this example 50.0 g (0.28 mole) of dimethyl D-tartrate and 39.5 g (0.28 mole) of 2-chlorobenzaldehyde were refluxed for 48 hours in 500 ml of toluene in the presence of 0.2 g of p-toluenesulfonic acid. Water was azeotroped off with the aid of a Dean-Stark trap. The reaction mixture was concentrated by evaporation under reduced pressure to afford 50.8 g (60% yield) of the title compound as a solid which was washed with hexane and ether. The reactants are FC(C(=O)O)(F)F (trifluoroacetic acid), [Cl-].[In+3].[Cl-].[Cl-] (indium(III) chloride), FC1=C(C=CC(=C1)F)C(C)(O)C1C(C1)C#N (2-[1-(2,4-Difluorophenyl)-1-hydroxyethyl]cyclopropanecarbonitrile), CSCC=1C=CC=C2C=CNC12 (7-[(Methylsulfanyl)methyl]-1H-indole). The solvent is ClCCl (dichloromethane). Yields the product FC1=C(C=CC(=C1)F)C(C)(C1=CNC2=C(C=CC=C12)CSC)C1C(C1)C#N (2-[1-(2,4-Difluorophenyl)-1-{7-[(methylsulfanyl)methyl]-1H-indol-3-yl}ethyl]cyclopropane-carbonitrile). As a reaction SMILES: FC(F)(F)C(O)=O.[Cl-].[In+3].[Cl-].[Cl-].[F:12][C:13]1[CH:18]=[C:17]([F:19])[CH:16]=[CH:15][C:14]=1[C:20]([CH:23]1[CH2:25][CH:24]1[C:26]#[N:27])(O)[CH3:21].[CH3:28][S:29][CH2:30][C:31]1[CH:32]=[CH:33][CH:34]=[C:35]2[C:39]=1[NH:38][CH:37]=[CH:36]2>ClCCl>[F:12][C:13]1[CH:18]=[C:17]([F:19])[CH:16]=[CH:15][C:14]=1[C:20]([CH:23]1[CH2:25][CH:24]1[C:26]#[N:27])([C:36]1[C:35]2[C:39](=[C:31]([CH2:30][S:29][CH3:28])[CH:32]=[CH:33][CH:34]=2)[NH:38][CH:37]=1)[CH3:21] |f:1.2.3.4|. Procedure: 0.08 ml (1.08 mmol) of trifluoroacetic acid and 218 mg (0.99 mmol) of indium(III) chloride were added to 200 mg (0.90 mmol) of the compound from Example 133A and 318 mg (1.79 mmol) of the compound from Example 8A in 8 ml of dichloromethane at RT, and the mixture was heated under reflux overnight. It was concentrated and the residue was purified by preparative HPLC (RP18 column; mobile phase: acetonitrile/water gradient with addition of 0.1% formic acid) to result in 128 mg (37% of theory) of the... Yields the product CCC(C)c1cc(OC)cc(S(N)(=O)=O)c1C(=O)N(CC)CC. As a reaction SMILES: [CH2:43]1[O:44][CH2:45][CH2:46][CH2:47]1.[CH3:1][N:2]([CH3:3])[CH2:4][CH2:5][N:6]([CH3:7])[CH3:8].[CH:14]([CH3:15])([CH2:16][CH3:17])[c:18]1[c:19]([C:20](=[O:21])[N:22]([CH2:23][CH3:24])[CH2:25][CH3:26])[cH:27][cH:28][c:29]([O:31][CH3:32])[cH:30]1.[CH:9]([Li:10])([CH2:11][CH3:12])[CH3:13].[NH4+:41].[O:33]=[S:34]=[O:35].[OH-:42].[S:36]([Cl:37])([Cl:38])(=[O:39])=[O:40]>>[CH:14]([CH3:15])([CH2:16][CH3:17])[c:18]1[c:19]([C:20](=[O:21])[N:22]([CH2:23][CH3:24])[CH2:25][CH3:26])[c:27]([S:34](=[O:33])(=[O:35])[NH2:41])[cH:28][c:29]([O:31][CH3:32])[cH:30]1. Starting materials: C1CCOC1, CN(C)CCN(C)C, CCC(C)c1cc(OC)ccc1C(=O)N(CC)CC, [Li]C(C)CC, [NH4+], O=S=O, [OH-], O=S(=O)(Cl)Cl. Reactants: CC1=NN=C(O1)N1CCC(CC1)N (1-(5-methyl-[1,3,4]oxadiazol-2-yl)-piperidin-4-ylamine), ClC1=NC(=CC(=N1)C(C)(C)O)CC1=CC=C(C=C1)Cl (2-[2-chloro-6-(4-chloro-benzyl)-pyrimidin-4-yl]-propan-2-ol), C(C)(C)N(C(C)C)CC (N,N-diisopropylethylamine). The solvent is O1CCOCC1 (dioxane), O (water). Yields the product ClC1=CC=C(CC2=CC(=NC(=N2)NC2CCN(CC2)C=2OC(=NN2)C)C(C)(C)O)C=C1 (2-{6-(4-Chloro-benzyl)-2-[1-(5-methyl-[1,3,4]oxadiazol-2-yl)-piperidin-4-ylamino]-pyrimidin-4-yl}-propan-2-ol), foam. The yield is 26.0%. RXN SMILES: [CH3:1][C:2]1[O:6][C:5]([N:7]2[CH2:12][CH2:11][CH:10]([NH2:13])[CH2:9][CH2:8]2)=[N:4][N:3]=1.Cl[C:15]1[N:20]=[C:19]([C:21]([OH:24])([CH3:23])[CH3:22])[CH:18]=[C:17]([CH2:25][C:26]2[CH:31]=[CH:30][C:29]([Cl:32])=[CH:28][CH:27]=2)[N:16]=1.C(N(CC)C(C)C)(C)C>O1CCOCC1.O>[Cl:32][C:29]1[CH:30]=[CH:31][C:26]([CH2:25][C:17]2[N:16]=[C:15]([NH:13][CH:10]3[CH2:9][CH2:8][N:7]([C:5]4[O:6][C:2]([CH3:1])=[N:3][N:4]=4)[CH2:12][CH2:11]3)[N:20]=[C:19]([C:21]([OH:24])([CH3:23])[CH3:22])[CH:18]=2)=[CH:27][CH:28]=1. Reported procedure: A solution of 1-(5-methyl-[1,3,4]oxadiazol-2-yl)-piperidin-4-ylamine (50 mg, 0.27 mmol), 2-[2-chloro-6-(4-chloro-benzyl)-pyrimidin-4-yl]-propan-2-ol (81.5 mg, 0.27 mmol)) and N,N-diisopropylethylamine (71 L, 0.41 mmol) in dioxane (2.8 mL) was heated at 160° C. in a microwave oven for 6 hours. The reaction was diluted with water and extracted twice with ethyl acetate. The combined organic layers were washed with saturated aqueous NaCl solution, dried over sodium sulfate, filtered and concentrated...